This data is from the Open Reaction Database (ORD), a public repository of structured organic reaction records. The task is: describe an organic reaction: reactants, conditions, products, and yield Starting materials: CC1=C(C=CC=C1)CC(CC(=O)OCC)=O (ethyl 4-(2-methylphenyl)-3-oxobutanoate), C[O-].[Na+] (sodium methoxide), BrCCCCCCCCCCCC (1-bromododecane), [I-].[K+] (potassium iodide). Solvent: C(C)O (ethanol). Run at time 18 hour. The product is CC1=C(C=CC=C1)CC(=O)C(C(=O)OCC)CCCCCCCCCCCC (ethyl 2-[(2-methylphenyl)acetyl]tetradecanoate). As a reaction SMILES: [CH3:1][C:2]1[CH:7]=[CH:6][CH:5]=[CH:4][C:3]=1[CH2:8][C:9](=[O:16])[CH2:10][C:11]([O:13][CH2:14][CH3:15])=[O:12].C[O-].[Na+].Br[CH2:21][CH2:22][CH2:23][CH2:24][CH2:25][CH2:26][CH2:27][CH2:28][CH2:29][CH2:30][CH2:31][CH3:32].[I-].[K+]>C(O)C>[CH3:1][C:2]1[CH:7]=[CH:6][CH:5]=[CH:4][C:3]=1[CH2:8][C:9]([CH:10]([CH2:32][CH2:31][CH2:30][CH2:29][CH2:28][CH2:27][CH2:26][CH2:25][CH2:24][CH2:23][CH2:22][CH3:21])[C:11]([O:13][CH2:14][CH3:15])=[O:12])=[O:16] |f:1.2,4.5|. Procedure details: Three parts of ethyl 4-(2-methylphenyl)-3-oxobutanoate, 1 part of sodium methoxide, 4.6 parts of 1-bromododecane, 0.5 parts of potassium iodide and 50 parts of absolute ethanol were refluxed together for 4 hours and then stirred 18 hours at room temperature. The mixture was evaporated to a small volume, diluted with 100 parts water and extracted with ether. The ether extract was washed with saturated sodium bicarbonate, saturated sodium chloride solution and dried over magnesium sulfate. Evapora... Reactants: Cl[SiH](Cl)C([SiH](Cl)Cl)[Si](Cl)(Cl)Cl, C(#Cc1ccccc1)c1ccccc1, c1ccccc1, c1ccc(P(c2ccccc2)(c2ccccc2)[Pd](P(c2ccccc2)(c2ccccc2)c2ccccc2)(P(c2ccccc2)(c2ccccc2)c2ccccc2)P(c2ccccc2)(c2ccccc2)c2ccccc2)cc1. Product: Cl[Si](Cl)(Cl)C1[Si](Cl)(Cl)C(c2ccccc2)C(c2ccccc2)[Si]1(Cl)Cl. Reaction SMILES: [Cl:15][SiH:16]([Cl:17])[CH:18]([Si:19]([Cl:20])([Cl:21])[Cl:22])[SiH:23]([Cl:24])[Cl:25].[c:1]1([C:7]#[C:8][c:9]2[cH:10][cH:11][cH:12][cH:13][cH:14]2)[cH:2][cH:3][cH:4][cH:5][cH:6]1.[cH:26]1[cH:27][cH:28][cH:29][cH:30][cH:31]1.[cH:32]1[cH:33][cH:34][c:35]([P:36]([Pd:37]([P:38]([c:39]2[cH:40][cH:41][cH:42][cH:43][cH:44]2)([c:45]2[cH:46][cH:47][cH:48][cH:49][cH:50]2)[c:51]2[cH:52][cH:53][cH:54][cH:55][cH:56]2)([P:57]([c:58]2[cH:59][cH:60][cH:61][cH:62][cH:63]2)([c:64]2[cH:65][cH:66][cH:67][cH:68][cH:69]2)[c:70]2[cH:71][cH:72][cH:73][cH:74][cH:75]2)[P:76]([c:77]2[cH:78][cH:79][cH:80][cH:81][cH:82]2)([c:83]2[cH:84][cH:85][cH:86][cH:87][cH:88]2)[c:89]2[cH:90][cH:91][cH:92][cH:93][cH:94]2)([c:95]2[cH:96][cH:97][cH:98][cH:99][cH:100]2)[c:101]2[cH:102][cH:103][cH:104][cH:105][cH:106]2)[cH:107][cH:108]1>>[c:1]1([CH:7]2[CH:8]([c:9]3[cH:10][cH:11][cH:12][cH:13][cH:14]3)[Si:23]([Cl:24])([Cl:25])[CH:18]([Si:19]([Cl:20])([Cl:21])[Cl:22])[Si:16]2([Cl:15])[Cl:17])[cH:2][cH:3][cH:4][cH:5][cH:6]1. The reactants are CC(C#CC=CCNC)(C)C (N-(6,6-dimethyl-2-hepten-4-ynyl)methylamine), C([O-])([O-])=O.[Na+].[Na+] (sodium carbonate), BrCC=1C=C(C=CC1)C(CC)=O (3′-bromomethylpropiophenone). Solvent: CN(C=O)C (N,N-dimethylformamide), CN(C=O)C (N,N-dimethylformamide). Yields the product CC(C#C/C=C/CN(C)CC=1C=C(C=CC1)C(CC)=O)(C)C (trans-3′-[N-(6,6-Dimethyl-2-hepten-4-ynyl)-N-methylaminomethyl]propiophenone). Yield: 26.7%. As a reaction SMILES: [CH3:1][C:2]([CH3:11])([CH3:10])[C:3]#[C:4][CH:5]=[CH:6][CH2:7][NH:8][CH3:9].C(=O)([O-])[O-].[Na+].[Na+].Br[CH2:19][C:20]1[CH:21]=[C:22]([C:26](=[O:29])[CH2:27][CH3:28])[CH:23]=[CH:24][CH:25]=1>CN(C)C=O>[CH3:1][C:2]([CH3:11])([CH3:10])[C:3]#[C:4]/[CH:5]=[CH:6]/[CH2:7][N:8]([CH2:19][C:20]1[CH:21]=[C:22]([C:26](=[O:29])[CH2:27][CH3:28])[CH:23]=[CH:24][CH:25]=1)[CH3:9] |f:1.2.3|. Reported procedure: N-(6,6-dimethyl-2-hepten-4-ynyl)methylamine (trans:cis=about 3:1) (0.80 g; 5.29 mmol) and sodium carbonate (0.80 g; 7.56 mmol) were added to N,N-dimethylformamide (20 ml). While the mixture was stirred at room temperature, 3′-bromomethylpropiophenone (1.14 g; 5.04 mmol) in N,N-dimethylformamide (10 ml) was added dropwise. The mixture was stirred for 2.5 hours at room temperature, and poured into ice+saturated aqueous sodium bicarbonate solution, followed by extraction with ethyl acetate (100 ml)... Reactants: ClC=1C=CC(=C(C1)C1=CC(N(C=C1)C(C(=O)OCC)CC1=CC=NC=C1)=O)C(F)(F)F (ethyl 2-{4-[5-chloro-2-(trifluoromethyl)phenyl]-2-oxopyridin-1(2H)-yl}-3-(pyridin-4-yl)propanoate), [OH-].[Li+] (lithium hydroxide). Product: ClC=1C=CC(=C(C1)C1=CC(N(C=C1)C(C(=O)O)CC1=CC=NC=C1)=O)C(F)(F)F (2-{4-[5-Chloro-2-(trifluoromethyl)phenyl]-2-oxopyridin-1(2H)-yl}-3-(pyridin-4-yl)propanoic acid). Reaction SMILES: [Cl:1][C:2]1[CH:3]=[CH:4][C:5]([C:28]([F:31])([F:30])[F:29])=[C:6]([C:8]2[CH:13]=[CH:12][N:11]([CH:14]([CH2:20][C:21]3[CH:26]=[CH:25][N:24]=[CH:23][CH:22]=3)[C:15]([O:17]CC)=[O:16])[C:10](=[O:27])[CH:9]=2)[CH:7]=1.[OH-].[Li+]>>[Cl:1][C:2]1[CH:3]=[CH:4][C:5]([C:28]([F:30])([F:29])[F:31])=[C:6]([C:8]2[CH:13]=[CH:12][N:11]([CH:14]([CH2:20][C:21]3[CH:26]=[CH:25][N:24]=[CH:23][CH:22]=3)[C:15]([OH:17])=[O:16])[C:10](=[O:27])[CH:9]=2)[CH:7]=1 |f:1.2|. Procedure: 452 mg (1.0 mmol) of ethyl 2-{4-[5-chloro-2-(trifluoromethyl)phenyl]-2-oxopyridin-1(2H)-yl}-3-(pyridin-4-yl)propanoate (racemate) were hydrolysed with lithium hydroxide according to General Method 6B. Yield: 289 mg (68% of theory) Reactants: BrC(C)Br (Dibromoethane), C(C)(C)(C)OC(=O)N1[C@H]([C@H](CCC1)O)O (cis-2,3-Dihydroxy-piperidine-1-carboxylic acid tert-butyl ester), BrC(C)Br (dibromoethane), [OH-].[Na+] (Sodium hydroxide), BrC(C)Br (dibromoethane). The reagents and catalysts are [Br-].C(CCC)[N+](CCCC)(CCCC)CCCC (tetrabutyl ammonium bromide). Solvent: O (water). Conditions: temperature 55 celsius. Yields the product C(C)(C)(C)OC(=O)N1C2C(CCC1)OCCO2 (hexahydro-[1,4]dioxino[2,3-b]pyridine-5-carboxylic acid tert-butyl ester). As a reaction SMILES: [C:1]([O:5][C:6]([N:8]1[CH2:13][CH2:12][CH2:11][C@H:10]([OH:14])[C@@H:9]1[OH:15])=[O:7])([CH3:4])([CH3:3])[CH3:2].[OH-].[Na+].Br[CH:19](Br)[CH3:20]>[Br-].C([N+](CCCC)(CCCC)CCCC)CCC.O>[C:1]([O:5][C:6]([N:8]1[CH2:13][CH2:12][CH2:11][CH:10]2[O:14][CH2:19][CH2:20][O:15][CH:9]12)=[O:7])([CH3:4])([CH3:2])[CH3:3] |f:1.2,4.5|. Procedure details: cis-2,3-Dihydroxy-piperidine-1-carboxylic acid tert-butyl ester (0.246 g, 1.13 mmol) was dissolved in dibromoethane (1.7 mL) and tetrabutyl ammonium bromide (71 mg, 2.2 mmol) was added. Sodium hydroxide (50% aqueous solution, 17.8 g) was added slowly over 10 minutes at 50° C. A further amount of dibromoethane (7.4 mL, 105.5 mmol in total) was added and the mixture was heated at 55° C. overnight. Dibromoethane (3 mL) was added and the mixture was heated at 55° C. for a further 4 hours and then di... Reactants: C(CCCCCCCCCO)O (1,10-decanediol), peptide, OCCCCCCCCCC(=O)O (10-hydroxydecanoic acid), C1(CCCCC1)N=C=NC1CCCCC1 (dicyclohexylcarbodiimide), ON1C(CCC1=O)=O (N-hydroxysuccinimide). Product: C(CCCCCCCCC)O (decanol). As a reaction SMILES: [CH2:1](O)[CH2:2][CH2:3][CH2:4][CH2:5][CH2:6][CH2:7][CH2:8][CH2:9][CH2:10][OH:11].OCCCCCCCCCC(O)=O.C1(N=C=NC2CCCCC2)CCCCC1.ON1C(=O)CCC1=O>>[CH2:10]([OH:11])[CH2:9][CH2:8][CH2:7][CH2:6][CH2:5][CH2:4][CH2:3][CH2:2][CH3:1]. Procedure: Coupling of glycylserylglycylaspartylyaline with 1,10-decanediol. The protected peptide is reacted with 10-hydroxydecanoic acid (Aldrich) in the presence of dicyclohexylcarbodiimide (DCC) (Aldrich) and N-hydroxysuccinimide (Aldrich) according to Bergeron et al. (1981) J. Org. Chem. 46:4524, until the complete consumption of the peptide starting material is confirmed by thin layer chromatography. Flash column purification gives 10-(peptidyloxy) decanol as product, through formation of an amide li...